Dataset: the Open Reaction Database (ORD), a public repository of structured organic reaction records. Task: describe an organic reaction: reactants, conditions, products, and yield Starting materials: C1(CC1)COC1=C(C(=CC=C1)OCC1=CC=C(C=C1)OC)C(C)=O (1-{2-(cyclopropylmethoxy)-6-[(4-methoxybenzyl)oxy]phenyl}ethanone), C(#N)CC(=O)OC(C)(C)C (tert-butyl cyanoacetate), C(C)(=O)[O-].[NH4+] (ammonium acetate), compound 1-A, OC=1C=C(C=O)C=CC1[N+](=O)[O-] (3-hydroxy-4-nitrobenzaldehyde). The solvent is COCCOC (1,2-dimethoxyethane). Conditions: temperature 100 celsius, time 8 hour. Product: NC1=C(C(=O)OC(C)(C)C)C(=CC(=N1)C1=C(C=CC=C1OCC1=CC=C(C=C1)OC)OCC1CC1)C1=CC(=C(C=C1)[N+](=O)[O-])O (tert-butyl 2-amino-6-{2-(cyclopropylmethoxy)-6-[(4-methoxybenzyl)oxy]phenyl}-4-(3-hydroxy-4-nitrophenyl)nicotinate). RXN SMILES: [CH:1]1([CH2:4][O:5][C:6]2[CH:11]=[CH:10][CH:9]=[C:8]([O:12][CH2:13][C:14]3[CH:19]=[CH:18][C:17]([O:20][CH3:21])=[CH:16][CH:15]=3)[C:7]=2[C:22](=O)[CH3:23])[CH2:3][CH2:2]1.[OH:25][C:26]1[CH:27]=[C:28]([CH:31]=[CH:32][C:33]=1[N+:34]([O-:36])=[O:35])[CH:29]=O.[C:37]([CH2:39][C:40]([O:42][C:43]([CH3:46])([CH3:45])[CH3:44])=[O:41])#[N:38].C([O-])(=O)C.[NH4+:51]>COCCOC>[NH2:38][C:37]1[N:51]=[C:22]([C:7]2[C:8]([O:12][CH2:13][C:14]3[CH:19]=[CH:18][C:17]([O:20][CH3:21])=[CH:16][CH:15]=3)=[CH:9][CH:10]=[CH:11][C:6]=2[O:5][CH2:4][CH:1]2[CH2:3][CH2:2]2)[CH:23]=[C:29]([C:28]2[CH:31]=[CH:32][C:33]([N+:34]([O-:36])=[O:35])=[C:26]([OH:25])[CH:27]=2)[C:39]=1[C:40]([O:42][C:43]([CH3:46])([CH3:45])[CH3:44])=[O:41] |f:3.4|. Reported procedure: A mixture of 1-{2-(cyclopropylmethoxy)-6-[(4-methoxybenzyl)oxy]phenyl}ethanone (starting compound 1-A′ 2.00 g, 6.13 mmol), 3-hydroxy-4-nitrobenzaldehyde (2.05 g, 12.26 mmol), tert-butyl cyanoacetate (1.73 g, 12.26 mmol), ammonium acetate (1.42 g, 18.38 mmol) and 1,2-dimethoxyethane (2.0 mL) was placed in a sealed tube and was stirred at 100° C. for 8 hrs. After being cooled to room temperature, the mixture was concentrated under reduced pressure, and the residue was partitioned between ethyl ace... The reactants are NC1=NC(=C(C(=N1)S(=O)(=O)C)C#N)C1=CC=CC=C1 (2-amino-4-methanesulfonyl-6-phenyl-pyrimidine-5-carbonitrile), C1(=CC=CC=C1)CCN (2-phenylethylamine). Solvent: COCCOC (DME). The product is NC1=NC(=C(C(=N1)NCCC1=CC=CC=C1)C#N)C1=CC=CC=C1 (2-Amino-4-phenethylamino-6-phenyl-pyrimidine-5-carbonitrile). As a reaction SMILES: [NH2:1][C:2]1[N:7]=[C:6](S(C)(=O)=O)[C:5]([C:12]#[N:13])=[C:4]([C:14]2[CH:19]=[CH:18][CH:17]=[CH:16][CH:15]=2)[N:3]=1.[C:20]1([CH2:26][CH2:27][NH2:28])[CH:25]=[CH:24][CH:23]=[CH:22][CH:21]=1>COCCOC>[NH2:1][C:2]1[N:7]=[C:6]([NH:28][CH2:27][CH2:26][C:20]2[CH:25]=[CH:24][CH:23]=[CH:22][CH:21]=2)[C:5]([C:12]#[N:13])=[C:4]([C:14]2[CH:19]=[CH:18][CH:17]=[CH:16][CH:15]=2)[N:3]=1. Reported procedure: From 2-amino-4-methanesulfonyl-6-phenyl-pyrimidine-5-carbonitrile and 2-phenylethylamine in DME. ES-MS m/e (%): 316 (M+H+, 100). The reactants are BrC1=C(C=C(C2=C1C(=CO2)C(=O)C2=CC=C(C=C2)OC)Br)O ((4,7-Dibromo-5-hydroxy-benzofuran-3-yl)-(4-methoxy-phenyl)-methanone), CC(=O)OI1(C=2C=CC=CC2C(=O)O1)(OC(=O)C)OC(=O)C (Dess-Martin periodinane), petroleum ether-EtOAc, ice water. The solvent is CS(=O)C (DMSO). Conditions: time 20 minute. The product is BrC1=CC(C(C=2C(=COC21)C(C2=CC=C(C=C2)OC)=O)=O)=O (7-Bromo-3-(4-methoxybenzoyl)-benzofuran-4,5-dione). Reaction SMILES: Br[C:2]1[C:7]2[C:8]([C:11]([C:13]3[CH:18]=[CH:17][C:16]([O:19][CH3:20])=[CH:15][CH:14]=3)=[O:12])=[CH:9][O:10][C:6]=2[C:5]([Br:21])=[CH:4][C:3]=1[OH:22].CC(OI1(OC(C)=O)(OC(C)=O)OC(=O)C2C=CC=CC1=2)=[O:25]>CS(C)=O>[Br:21][C:5]1[C:6]2[O:10][CH:9]=[C:8]([C:11](=[O:12])[C:13]3[CH:18]=[CH:17][C:16]([O:19][CH3:20])=[CH:15][CH:14]=3)[C:7]=2[C:2](=[O:25])[C:3](=[O:22])[CH:4]=1. Procedure details: To a solution of compound 7d (50 mg, 0.12 mmol) in DMSO (1.5 mL) was added Dess-Martin periodinane (100 mg, 0.24 mmol) at 0° C. The resulting mixture was stirred at room temperature for 20 min and poured into ice water (2 mL). The resulting precipitate was filtered, washed with water, and dried under high vacuum to obtain compound SKC-BF-07 (25 mg, 55%) as a red solid. TLC Rf=0.45 (petroleum ether-EtOAc, 6:4); 1H NMR (CDCl3) δ 7.89 (s, 1H), 7.85 (d, J=8.7 Hz, 2H), 6.95 (d, J=9.0 Hz, 2H), 6.78 (s...